Dataset: the Open Reaction Database (ORD), a public repository of structured organic reaction records. Task: describe an organic reaction: reactants, conditions, products, and yield Starting materials: CC(O)c1ccc(CC(=O)Nc2ncc(SCc3ncc(C(C)(C)C)o3)s2)cc1, CCOC(C)=O, C1CCOC1, O=S(Cl)Cl. Yields the product CC(Cl)c1ccc(CC(=O)Nc2ncc(SCc3ncc(C(C)(C)C)o3)s2)cc1. Reaction SMILES: [CH3:1][C:2]([CH3:3])([CH3:4])[c:5]1[cH:6][n:7][c:8]([CH2:10][S:11][c:12]2[cH:13][n:14][c:15]([NH:17][C:18]([CH2:19][c:20]3[cH:21][cH:22][c:23]([CH:26]([CH3:27])[OH:28])[cH:24][cH:25]3)=[O:29])[s:16]2)[o:9]1.[CH3:39][CH2:40][O:41][C:42](=[O:43])[CH3:44].[O:34]1[CH2:35][CH2:36][CH2:37][CH2:38]1.[S:30]([Cl:31])([Cl:32])=[O:33]>>[CH3:1][C:2]([CH3:3])([CH3:4])[c:5]1[cH:6][n:7][c:8]([CH2:10][S:11][c:12]2[cH:13][n:14][c:15]([NH:17][C:18]([CH2:19][c:20]3[cH:21][cH:22][c:23]([CH:26]([CH3:27])[Cl:32])[cH:24][cH:25]3)=[O:29])[s:16]2)[o:9]1. Reactants: C(O)([O-])=O.[Na+] (sodium hydrogencarbonate), O (water), C1(=CC=C(C=C1)S(=O)(=O)[O-])C.[NH+]1=CC=CC=C1 (pyridinium p-toluenesulfonate), C1(CC1)C=1C=C(C(N2C=CC(=C(C12)C)C1=CC=C(C=C1)NCCOC1OCCCC1)=O)C(=O)OCC (ethyl 1-cyclopropyl-9-methyl-4-oxo-8-{4-[2-(tetrahydro-pyran-2-yloxy)-ethylamino]phenyl}-4H-quinolizine-3-carboxylate). Solvent: C(C)O (ethanol). Reaction conditions: temperature 50 celsius, time 9 hour. The product is C1(CC1)C=1C=C(C(N2C=CC(=C(C12)C)C1=CC=C(C=C1)NCCO)=O)C(=O)O (1-cyclopropyl-8-[4-(2-hydroxyethylamino)phenyl]-9-methyl-4-oxo-4H-quinolizine-3-carboxylic acid). Yield: 10.8%. As a reaction SMILES: [CH:1]1([C:4]2[CH:5]=[C:6]([C:32]([O:34]CC)=[O:33])[C:7](=[O:31])[N:8]3[C:13]=2[C:12]([CH3:14])=[C:11]([C:15]2[CH:20]=[CH:19][C:18]([NH:21][CH2:22][CH2:23][O:24]C4CCCCO4)=[CH:17][CH:16]=2)[CH:10]=[CH:9]3)[CH2:3][CH2:2]1.O.C1(C)C=CC(S([O-])(=O)=O)=CC=1.[NH+]1C=CC=CC=1.C(=O)([O-])O.[Na+]>C(O)C>[CH:1]1([C:4]2[CH:5]=[C:6]([C:32]([OH:34])=[O:33])[C:7](=[O:31])[N:8]3[C:13]=2[C:12]([CH3:14])=[C:11]([C:15]2[CH:20]=[CH:19][C:18]([NH:21][CH2:22][CH2:23][OH:24])=[CH:17][CH:16]=2)[CH:10]=[CH:9]3)[CH2:2][CH2:3]1 |f:2.3,4.5|. Reported procedure: 12 mg of ethyl 1-cyclopropyl-9-methyl-4-oxo-8-{4-[2-(tetrahydro-pyran-2-yloxy)-ethylamino]phenyl}-4H-quinolizine-3-carboxylate (Example 21) was dissolved in 1 ml of ethanol. 1 ml of water and 10 mg of pyridinium p-toluenesulfonate were added to the obtained solution, and they were stirred at 50° C. for 9 hours. The reaction mixture was poured into an aqueous sodium hydrogencarbonate solution. After extracting with chloroform, the organic layer was dried over anhydrous sodium sulfate. The solvent... The reactants are O=C1CCC(=O)N1Br, O=C(OOC(=O)c1ccccc1)c1ccccc1, C1CCOC1, ClC(Cl)(Cl)Cl, COc1cccc(F)c1Oc1cccc(C)c1[N+](=O)[O-], COc1cccc(F)c1Oc1cc(CN2CCN(C)CC2)ccc1N, Nc1nccs1. Yields the product COc1cccc(F)c1Oc1cc(CN2CCN(C)CC2)ccc1NC(=O)Nc1nccs1. Reaction SMILES: [Br:21][N:22]1[C:23](=[O:24])[CH2:25][CH2:26][C:27]1=[O:28].[C:29]([O:30][O:31][C:39]([c:32]1[cH:33][cH:34][cH:35][cH:36][cH:37]1)=[O:46])(=[O:38])[c:40]1[cH:41][cH:42][cH:43][cH:44][cH:45]1.[CH2:83]1[O:84][CH2:85][CH2:86][CH2:87]1.[Cl:78][C:79]([Cl:80])([Cl:81])[Cl:82].[F:1][c:2]1[cH:3][cH:4][cH:5][c:6]([O:7][CH3:8])[c:9]1[O:10][c:11]1[c:12]([N+:13]([O-:14])=[O:15])[c:16]([CH3:17])[cH:18][cH:19][cH:20]1.[F:47][c:48]1[c:49]([O:50][c:51]2[c:52]([NH2:53])[cH:54][cH:55][c:56]([CH2:58][N:59]3[CH2:60][CH2:61][N:62]([CH3:65])[CH2:63][CH2:64]3)[cH:57]2)[c:66]([O:70][CH3:71])[cH:67][cH:68][cH:69]1.[NH2:72][c:73]1[s:74][cH:75][cH:76][n:77]1>>[C:39](=[O:46])([NH:53][c:52]1[c:51]([O:50][c:49]2[c:48]([F:47])[cH:69][cH:68][cH:67][c:66]2[O:70][CH3:71])[cH:57][c:56]([CH2:58][N:59]2[CH2:60][CH2:61][N:62]([CH3:65])[CH2:63][CH2:64]2)[cH:55][cH:54]1)[NH:72][c:73]1[s:74][cH:75][cH:76][n:77]1. Starting materials: C1COCCO1, Cl, CC(C)(C)OC(=O)N1CCCN(c2cccc(C(=O)c3cc(Br)cnc3N)n2)CC1. The product is Nc1ncc(Br)cc1C(=O)c1cccc(N2CCCNCC2)n1. RXN SMILES: [CH2:32]1[O:33][CH2:34][CH2:35][O:36][CH2:37]1.[ClH:31].[NH2:1][c:2]1[c:3]([C:4](=[O:5])[c:6]2[cH:7][cH:8][cH:9][c:10]([N:12]3[CH2:13][CH2:14][N:15]([C:19]([O:20][C:21]([CH3:22])([CH3:23])[CH3:24])=[O:25])[CH2:16][CH2:17][CH2:18]3)[n:11]2)[cH:26][c:27]([Br:30])[cH:28][n:29]1>>[NH2:1][c:2]1[c:3]([C:4](=[O:5])[c:6]2[cH:7][cH:8][cH:9][c:10]([N:12]3[CH2:13][CH2:14][NH:15][CH2:16][CH2:17][CH2:18]3)[n:11]2)[cH:26][c:27]([Br:30])[cH:28][n:29]1. Reactants: O (water), OC1=C(C=C(C=O)C=C1)[N+](=O)[O-] (4-hydroxy-3-nitrobenzaldehyde), C([O-])([O-])=O.[K+].[K+] (potassium carbonate), C(C1=CC=CC=C1)Cl (benzyl chloride). Solvent: CN(C=O)C (dimethylformamide). Product: C(C1=CC=CC=C1)OC1=C(C=C(C=O)C=C1)[N+](=O)[O-] (4-benzyloxy-3-nitrobenzaldehyde). Yield: 83.6%. RXN SMILES: [OH:1][C:2]1[CH:9]=[CH:8][C:5]([CH:6]=[O:7])=[CH:4][C:3]=1[N+:10]([O-:12])=[O:11].C(=O)([O-])[O-].[K+].[K+].[CH2:19](Cl)[C:20]1[CH:25]=[CH:24][CH:23]=[CH:22][CH:21]=1.O>CN(C)C=O>[CH2:19]([O:1][C:2]1[CH:9]=[CH:8][C:5]([CH:6]=[O:7])=[CH:4][C:3]=1[N+:10]([O-:12])=[O:11])[C:20]1[CH:25]=[CH:24][CH:23]=[CH:22][CH:21]=1 |f:1.2.3|. Procedure details: At 100° C., 167.0 g of 4-hydroxy-3-nitrobenzaldehyde, 311.0 g of potassium carbonate, and 211.0 g of benzyl chloride are agitated in 2 l of dimethylformamide for 16 hours. The resultant reaction mixture is poured into 10 l of water, the thus-separated solid product is filtered off and recrystallized from ethanol, yielding 215.0 g of 4-benzyloxy-3-nitrobenzaldehyde, mp 100°-102° C. The reactants are NC=1SC(=C(C1C(=O)OCC)C)C (ethyl 2-amino-4,5-dimethylthiophene-3-carboxylate), C(=O)N (formamide), O (water). Run at temperature 180 celsius. Product: CC1=C(SC=2N=CN=C(C21)O)C (5,6-dimethylthieno[2,3-d]pyrimidin-4-ol). The yield is 85.0%. As a reaction SMILES: [NH2:1][C:2]1[S:3][C:4]([CH3:13])=[C:5]([CH3:12])[C:6]=1[C:7](OCC)=[O:8].O.[CH:15]([NH2:17])=O>>[CH3:12][C:5]1[C:6]2[C:7]([OH:8])=[N:17][CH:15]=[N:1][C:2]=2[S:3][C:4]=1[CH3:13]. Procedure details: The mixture of ethyl 2-amino-4,5-dimethylthiophene-3-carboxylate (30 g, 0.15 mol) in 150 mL of formamide was heated at 180° C. for 4 h and cooled down. The mixture was poured into 200 mL of water and filtered. The solid was collected and recrystallized from ethanol to afford 5,6-dimethylthieno[2,3-d]pyrimidin-4-ol as yellow solid (23 g, 85%).